Dataset: the Open Reaction Database (ORD), a public repository of structured organic reaction records. Task: describe an organic reaction: reactants, conditions, products, and yield Reactants: CC(C)(C)OC(=O)NCc1ccc(Br)cc1, O=C([O-])[O-], COCCOC, CCOC(C)=O, [Na+], [Na+], c1ccc(P(c2ccccc2)(c2ccccc2)[Pd](P(c2ccccc2)(c2ccccc2)c2ccccc2)(P(c2ccccc2)(c2ccccc2)c2ccccc2)P(c2ccccc2)(c2ccccc2)c2ccccc2)cc1, OB(O)c1ccncc1. The product is CC(C)(C)OC(=O)NCc1ccc(-c2ccncc2)cc1. RXN SMILES: [C:1]([CH3:2])([CH3:3])([CH3:4])[O:5][C:6](=[O:7])[NH:8][CH2:9][c:10]1[cH:11][cH:12][c:13]([Br:16])[cH:14][cH:15]1.[C:26](=[O:27])([O-:28])[O-:29].[CH3:32][O:33][CH2:34][CH2:35][O:36][CH3:37].[CH3:38][CH2:39][O:40][C:41]([CH3:42])=[O:43].[Na+:30].[Na+:31].[cH:44]1[cH:45][cH:46][c:47]([P:48]([Pd:49]([P:50]([c:51]2[cH:52][cH:53][cH:54][cH:55][cH:56]2)([c:57]2[cH:58][cH:59][cH:60][cH:61][cH:62]2)[c:63]2[cH:64][cH:65][cH:66][cH:67][cH:68]2)([P:69]([c:70]2[cH:71][cH:72][cH:73][cH:74][cH:75]2)([c:76]2[cH:77][cH:78][cH:79][cH:80][cH:81]2)[c:82]2[cH:83][cH:84][cH:85][cH:86][cH:87]2)[P:88]([c:89]2[cH:90][cH:91][cH:92][cH:93][cH:94]2)([c:95]2[cH:96][cH:97][cH:98][cH:99][cH:100]2)[c:101]2[cH:102][cH:103][cH:104][cH:105][cH:106]2)([c:107]2[cH:108][cH:109][cH:110][cH:111][cH:112]2)[c:113]2[cH:114][cH:115][cH:116][cH:117][cH:118]2)[cH:119][cH:120]1.[n:17]1[cH:18][cH:19][c:20]([B:23]([OH:24])[OH:25])[cH:21][cH:22]1>>[C:1]([CH3:2])([CH3:3])([CH3:4])[O:5][C:6](=[O:7])[NH:8][CH2:9][c:10]1[cH:11][cH:12][c:13](-[c:20]2[cH:19][cH:18][n:17][cH:22][cH:21]2)[cH:14][cH:15]1. Starting materials: FC1=C(C(=O)N2CCC(CC2)N2CC(C2)(N2N=CC(=C2)B2OC(C(O2)(C)C)(C)C)CC#N)C=CN=C1C(F)(F)F (2-(1-(1-(3-Fluoro-2-(trifluoromethyl)isonicotinoyl)piperidin-4-yl)-3-(4-(4,4,5,5-tetramethyl-1,3,2-dioxaborolan-2-yl)-1H-pyrazol-1-yl)azetidin-3-yl)acetonitrile), ClC=1C2=C(N=CN1)NC=C2 (4-chloro-7H-pyrrolo[2,3-d]pyrimidine), C([O-])(O)=O.[Na+] (sodium bicarbonate), O (water). The reagents and catalysts are C=1C=CC(=CC1)[P](C=2C=CC=CC2)(C=3C=CC=CC3)[Pd]([P](C=4C=CC=CC4)(C=5C=CC=CC5)C=6C=CC=CC6)([P](C=7C=CC=CC7)(C=8C=CC=CC8)C=9C=CC=CC9)[P](C=1C=CC=CC1)(C=1C=CC=CC1)C=1C=CC=CC1 (tetrakis(triphenylphosphine)palladium(0)). Run in O1CCOCC1 (1,4-dioxane). Run at temperature 85 celsius, time 8 hour. The product is N1=CN=C(C2=C1NC=C2)C=2C=NN(C2)C2(CN(C2)C2CCN(CC2)C(C2=C(C(=NC=C2)C(F)(F)F)F)=O)CC#N (2-(3-(4-(7H-pyrrolo[2,3-d]pyrimidin-4-yl)-1H-pyrazol-1-yl)-1-(1-(3-fluoro-2-(trifluoromethyl)isonicotinoyl)piperidin-4-yl)azetidin-3-yl)acetonitrile). Isolated yield 44.7%. Reaction SMILES: [F:1][C:2]1[C:36]([C:37]([F:40])([F:39])[F:38])=[N:35][CH:34]=[CH:33][C:3]=1[C:4]([N:6]1[CH2:11][CH2:10][CH:9]([N:12]2[CH2:15][C:14]([CH2:30][C:31]#[N:32])([N:16]3[CH:20]=[C:19](B4OC(C)(C)C(C)(C)O4)[CH:18]=[N:17]3)[CH2:13]2)[CH2:8][CH2:7]1)=[O:5].Cl[C:42]1[C:43]2[CH:50]=[CH:49][NH:48][C:44]=2[N:45]=[CH:46][N:47]=1.C(=O)(O)[O-].[Na+].O>C1C=CC([P]([Pd]([P](C2C=CC=CC=2)(C2C=CC=CC=2)C2C=CC=CC=2)([P](C2C=CC=CC=2)(C2C=CC=CC=2)C2C=CC=CC=2)[P](C2C=CC=CC=2)(C2C=CC=CC=2)C2C=CC=CC=2)(C2C=CC=CC=2)C2C=CC=CC=2)=CC=1.O1CCOCC1>[N:45]1[C:44]2[NH:48][CH:49]=[CH:50][C:43]=2[C:42]([C:19]2[CH:18]=[N:17][N:16]([C:14]3([CH2:30][C:31]#[N:32])[CH2:13][N:12]([CH:9]4[CH2:8][CH2:7][N:6]([C:4](=[O:5])[C:3]5[CH:33]=[CH:34][N:35]=[C:36]([C:37]([F:40])([F:38])[F:39])[C:2]=5[F:1])[CH2:11][CH2:10]4)[CH2:15]3)[CH:20]=2)=[N:47][CH:46]=1 |f:2.3,^1:60,62,81,100|. Procedure: To a 25-mL flask equipped with a nitrogen inlet, a thermocouple, an additional funnel, and a magnetic stirrer were added 2-(1-(1-(3-fluoro-2-(trifluoromethyl)-isonicotinoyl)piperidin-4-yl)-3-(4-(4,4,5,5-tetramethyl-1,3,2-dioxaborolan-2-yl)-1H-pyrazol-1-yl)azetidin-3-yl)acetonitrile (11, 307 mg, 0.546 mmol), 4-chloro-7H-pyrrolo[2,3-d]pyrimidine (4, 84.8 mg, 0.548 mmol, 1.0 equiv), sodium bicarbonate (NaHCO3, 229 mg, 2.72 mmol, 5.0 equiv), water (1.6 mL), and 1,4-dioxane (1.6 mL) at ambient temper... Reactants: CC(=O)[O-], CC(=O)CC(C)=O, CC(=O)O, CCO, Cl, O=N[O-], [Na+], [Na+], Nc1ccccc1N1CCOCC1, O. Product: CC(=O)C(=NNc1ccccc1N1CCOCC1)C(C)=O. As a reaction SMILES: [CH3:19][C:20](=[O:21])[O-:22].[CH3:23][C:24](=[O:25])[CH2:26][C:27]([CH3:28])=[O:29].[CH3:30][C:31](=[O:32])[OH:33].[CH3:36][CH2:37][OH:38].[ClH:34].[N:14]([O-:15])=[O:16].[Na+:17].[Na+:18].[O:1]1[CH2:2][CH2:3][N:4]([c:7]2[c:8]([NH2:9])[cH:10][cH:11][cH:12][cH:13]2)[CH2:5][CH2:6]1.[OH2:35]>>[O:1]1[CH2:2][CH2:3][N:4]([c:7]2[c:8]([NH:9][N:14]=[C:26]([C:24]([CH3:23])=[O:25])[C:27]([CH3:28])=[O:29])[cH:10][cH:11][cH:12][cH:13]2)[CH2:5][CH2:6]1.